Dataset: the Open Reaction Database (ORD), a public repository of structured organic reaction records. Task: describe an organic reaction: reactants, conditions, products, and yield Reactants: BrBr, n1c(c(ccc1Cl)Br)C. The reagents and catalysts are c1ccc(cc1)-c2c3ccccc3cc4ccccc24 (9-Phenylanthracene), C(N=NC(C#N)(C)C)(C#N)(C)C (AIBN). Run in C1CCOC1 (THF). Conditions: temperature 25 celsius, time 18 hour. Yields the product Clc1ccc(Br)c(CBr)n1. As a reaction SMILES: [CH3:1][c:2]1[c:8]([Br:9])[cH:7][cH:6][c:4]([Cl:5])[n:3]1.[Br:10]Br>>[Cl:5][c:4]1[n:3][c:2]([CH2:1][Br:10])[c:8]([Br:9])[cH:7][cH:6]1.